Dataset: the Open Reaction Database (ORD), a public repository of structured organic reaction records. Task: describe an organic reaction: reactants, conditions, products, and yield Reactants: CC(=O)O[BH-](OC(C)=O)OC(C)=O, CCOC(=O)C1C2CCC(C2)C1N, CO, CC(=O)O, O=CCC1CC1, ClCCl, [Na+]. The product is CCOC(=O)C1C2CCC(C2)C1NCCC1CC1. Reaction SMILES: [C:23]([O:24][BH-:25]([O:26][C:27](=[O:28])[CH3:29])[O:30][C:31](=[O:32])[CH3:33])(=[O:34])[CH3:35].[CH2:10]([CH3:11])[O:12][C:13](=[O:14])[CH:15]1[CH:16]2[CH2:17][CH2:18][CH:19]([CH:20]1[NH2:21])[CH2:22]2.[CH3:37][OH:38].[CH3:39][C:40](=[O:41])[OH:42].[CH:1]1([CH2:4][CH:5]=[O:6])[CH2:2][CH2:3]1.[Cl:7][CH2:8][Cl:9].[Na+:36]>>[CH:1]1([CH2:4][CH2:5][NH:21][CH:20]2[CH:15]([C:13]([O:12][CH2:10][CH3:11])=[O:14])[CH:16]3[CH2:17][CH2:18][CH:19]2[CH2:22]3)[CH2:2][CH2:3]1. Reactants: C(C1=CC=CC=C1)OC(=O)C1=CC2=C(C=CC=C2C=C1)N1CCN(CC1)C (8-(4-methylpiperazin-1-yl)naphthalene-2-carboxylic acid benzyl ester), Pd(OH). Solvent: C(C)O (ethanol), C(C)O (ethanol). Conditions: time 5 hour. Product: CN1CCN(CC1)C=1C=CC=C2C=CC(=CC12)C(=O)O (8-(4-Methylpiperazin-1-yl)naphthalene-2-carboxylic acid). As a reaction SMILES: C([O:8][C:9]([C:11]1[CH:20]=[CH:19][C:18]2[C:13](=[C:14]([N:21]3[CH2:26][CH2:25][N:24]([CH3:27])[CH2:23][CH2:22]3)[CH:15]=[CH:16][CH:17]=2)[CH:12]=1)=[O:10])C1C=CC=CC=1>C(O)C>[CH3:27][N:24]1[CH2:25][CH2:26][N:21]([C:14]2[CH:15]=[CH:16][CH:17]=[C:18]3[C:13]=2[CH:12]=[C:11]([C:9]([OH:10])=[O:8])[CH:20]=[CH:19]3)[CH2:22][CH2:23]1. Reported procedure: A mixture of 8-(4-methylpiperazin-1-yl)naphthalene-2-carboxylic acid benzyl ester (0.20 g, 5.55 mmol) and Pd(OH) on carbon (0.11 g) in 2 mL of ethanol was hydrogenated on a Parr shaker apparatus at 50 psi for 5 hr. After diluting with ethanol and filtering through diatomaceous earth, the solvent was removed in vacuo to yield the title product as a foam, 138 mg. As a reaction SMILES: [NH2:1][C:2]1[CH:3]=[C:4]2[C:17](=[CH:18][CH:19]=1)[CH2:16][C:6]1([C:14]3[C:9](=[N:10][CH:11]=[CH:12][CH:13]=3)[NH:8][C:7]1=[O:15])[CH2:5]2.[O:20]=[C:21]1[CH2:30][CH:29]2[CH2:31][N:32]([CH2:33][C:34]([O-])=[O:35])[C:27]3[C:28]2=[C:23]([CH:24]=[CH:25][CH:26]=3)[NH:22]1.[Li+].C(Cl)CCl.C1C=CC2N(O)N=NC=2C=1.C(N(CC)C(C)C)(C)C>CN(C=O)C>[O:20]=[C:21]1[CH2:30][CH:29]2[CH2:31][N:32]([CH2:33][C:34]([NH:1][C:2]3[CH:3]=[C:4]4[C:17](=[CH:18][CH:19]=3)[CH2:16][C:6]3([C:14]5[C:9](=[N:10][CH:11]=[CH:12][CH:13]=5)[NH:8][C:7]3=[O:15])[CH2:5]4)=[O:35])[C:27]3[C:28]2=[C:23]([CH:24]=[CH:25][CH:26]=3)[NH:22]1 |f:1.2|. Run in CN(C)C=O (DMF). Reported procedure: A mixture of (−)-5-amino-1,3-dihydrospiro[indene-2,3′-pyrrolo[2,3-b]pyridin]-2′(1′H)-one (108 mg, 0.431 mmol, described in Intermediate 3), lithium (4-oxo-2a,3,4,5-tetrahydropyrrolo[4,3,2-de]quinolin-1(2H)-yl)acetate, enantiomer B (100 mg, 0.431 mmol, described in Intermediate 12), EDC (107 mg, 0.560 mmol), HOBT (86 mg, 0.560 mmol), and N,N-diisopropylethylamine (0.113 mL, 0.646 mmol) was stirred in DMF (3 mL) at ambient temperature for 18 h. The reaction mixture was purified directly by HPLC us... Reactants: NC=1C=C2CC3(C(NC4=NC=CC=C43)=O)CC2=CC1 ((−)-5-amino-1,3-dihydrospiro[indene-2,3′-pyrrolo[2,3-b]pyridin]-2′(1′H)-one), NC=1C=C2CC3(C(NC4=NC=CC=C43)=O)CC2=CC1 ((−)-5-amino-1,3-dihydrospiro[indene-2,3′-pyrrolo[2,3-b]pyridin]-2′(1′H)-one), O=C1NC=2C=CC=C3C2C(C1)CN3CC(=O)[O-].[Li+] (lithium (4-oxo-2a,3,4,5-tetrahydropyrrolo[4,3,2-de]quinolin-1(2H)-yl)acetate), Intermediate 12, C(CCl)Cl (EDC), C=1C=CC2=C(C1)N=NN2O (HOBT), C(C)(C)N(C(C)C)CC (N,N-diisopropylethylamine). The product is O=C1NC=2C=CC=C3C2C(C1)CN3CC(=O)NC=3C=C1CC2(C(NC4=NC=CC=C42)=O)CC1=CC3 (2-(4-Oxo-2a,3,4,5-tetrahydropyrrolo[4,3,2-de]quinolin-1(2H)-yl)-N-(2′-oxo-1,1′,2′,3-tetrahydrospiro[indene-2,3′-pyrrolo[2,3-b]pyridin]-5-yl)acetamide). The reactants are ClCCCC(=O)C1=CC=CC=C1 (γ-Chlorobutyrophenone), [I-].[Na+] (sodium iodide), ethylene ketal, C[C@@H]1N[C@@H](CCC1)C (cis-2,6-dimethylpiperidine). Product: C[C@@H]1N([C@@H](CCC1)C)CCCC(=O)C1=CC=CC=C1 (cis-γ-(2,6-dimethylpiperidino)butyrophenone). RXN SMILES: Cl[CH2:2][CH2:3][CH2:4][C:5]([C:7]1[CH:12]=[CH:11][CH:10]=[CH:9][CH:8]=1)=[O:6].[CH3:13][C@H:14]1[CH2:19][CH2:18][CH2:17][C@@H:16]([CH3:20])[NH:15]1.[I-].[Na+]>>[CH3:13][C@H:14]1[CH2:19][CH2:18][CH2:17][C@@H:16]([CH3:20])[N:15]1[CH2:2][CH2:3][CH2:4][C:5]([C:7]1[CH:12]=[CH:11][CH:10]=[CH:9][CH:8]=1)=[O:6] |f:2.3|. Reported procedure: A mixture of 619 g. of γ-Chlorobutyrophenone, ethylene ketal, 700 g. of cis-2,6-dimethylpiperidine and 16 g. of sodium iodide is stirred and heated at reflux for 48 hours. The mixture is cooled, diluted with 1 l. of anhydrous ether and filtered to remove cis-2,6-dimethylpiperidine hydrochloride. The filter cake is washed with 1 l. of ether and the filtrate and washings combined. The resulting ether solution is washed five times with 500 ml. portions of water, then extracted with a solution of 30... Reactants: C1CCOC1, CCCC[N+](CCCC)(CCCC)CCCC, CCCC[N+](CCCC)(CCCC)CCCC, C=CCN(CS(=O)(=O)c1ccccc1)C(=O)C1CO1, [F-], [F-], C1CCOC1, O, O, O. Product: C=CCN1C(=O)C(CO)C1S(=O)(=O)c1ccccc1. Reaction SMILES: [CH2:19]1[O:20][CH2:21][CH2:22][CH2:23]1.[CH2:28]([N+:29]([CH2:30][CH2:31][CH2:32][CH3:33])([CH2:34][CH2:35][CH2:36][CH3:37])[CH2:38][CH2:39][CH2:40][CH3:41])[CH2:42][CH2:43][CH3:44].[CH2:2]([N+:3]([CH2:4][CH2:5][CH2:6][CH3:7])([CH2:8][CH2:9][CH2:10][CH3:11])[CH2:12][CH2:13][CH2:14][CH3:15])[CH2:16][CH2:17][CH3:18].[CH2:45]([CH:46]=[CH2:47])[N:48]([C:49]([CH:50]1[CH2:51][O:52]1)=[O:53])[CH2:54][S:55](=[O:56])(=[O:57])[c:58]1[cH:59][cH:60][cH:61][cH:62][cH:63]1.[F-:1].[F-:27].[O:64]1[CH2:65][CH2:66][CH2:67][CH2:68]1.[OH2:24].[OH2:25].[OH2:26]>>[CH2:45]([CH:46]=[CH2:47])[N:48]1[C:49](=[O:53])[CH:50]([CH2:51][OH:52])[CH:54]1[S:55](=[O:56])(=[O:57])[c:58]1[cH:59][cH:60][cH:61][cH:62][cH:63]1. Starting materials: C[C@@]12C(CC[C@H]1[C@@H]1C=CC3=CC(C=C[C@]3(C)[C@H]1CC2)=O)=O (1,4,6-androstatriene-3,17-dione), O1CCOCC1 (dioxane). The reagents and catalysts are [Os](=O)(=O)(=O)=O (osmium tetroxide). Run in N1=CC=CC=C1 (pyridine). Conditions: time 2 day. The product is O[C@@H]1[C@@H]([C@H]2[C@@H]3CCC([C@@]3(C)CC[C@@H]2[C@]2(C=CC(C=C12)=O)C)=O)O (6β,7β -Dihydroxy-1,4-androstadiene-3,17-dione). Reaction SMILES: [CH3:1][C@:2]12[CH2:19][CH2:18][C@H:17]3[C@@H:7](C=C[C:10]4[C@:15]3([CH3:16])[CH:14]=[CH:13][C:12](=[O:20])[CH:11]=4)[C@@H:6]1[CH2:5][CH2:4][C:3]2=[O:21].[O:22]1[CH2:27][CH2:26][O:25]CC1>[Os](=O)(=O)(=O)=O.N1C=CC=CC=1>[OH:22][C@H:27]1[C:14]2[C@:15]([CH3:16])([CH:10]=[CH:11][C:12](=[O:20])[CH:13]=2)[C@@H:17]2[C@H:7]([C@H:6]3[C@@:2]([CH2:19][CH2:18]2)([CH3:1])[C:3](=[O:21])[CH2:4][CH2:5]3)[C@H:26]1[OH:25]. Procedure: To 0.83 g. of 1,4,6-androstatriene-3,17-dione in 15 ml. of dioxane and 0.83 ml. of pyridine add 0.75 g. of osmium tetroxide. Stir the reaction mixture under an atmosphere of nitrogen at room temperature in the absence of light for two days. Isolate the resultant product in a manner similar to that described in Example 1B. Purify by chromatographing on thin layer plates developing with ethyl acetate-chloroform-methanol (4.5:4.5:1). Combine like fractions, elute with ethyl acetate, and evaporate t... The reactants are COCCOCCO, O, O=C1c2ccccc2C(=O)c2c(NO)cccc21, O=S(=O)(O)O, [Zn]. The product is Nc1cccc2c1C(=O)c1ccccc1C2=O. As a reaction SMILES: [CH3:19][O:20][CH2:21][CH2:22][O:23][CH2:24][CH2:25][OH:26].[OH2:33].[OH:1][NH:2][c:3]1[cH:4][cH:5][cH:6][c:7]2[c:16]1[C:15](=[O:17])[c:14]1[c:9]([cH:10][cH:11][cH:12][cH:13]1)[C:8]2=[O:18].[S:27](=[O:28])(=[O:29])([OH:30])[OH:31].[Zn:32]>>[NH2:2][c:3]1[cH:4][cH:5][cH:6][c:7]2[c:16]1[C:15](=[O:17])[c:14]1[c:9]([cH:10][cH:11][cH:12][cH:13]1)[C:8]2=[O:18]. Reactants: CC(OC(C)(C)C)C(NC(=O)C(C)N(C)C(=O)OCc1ccccc1)C(=O)N1CCC2C1C(c1c[nH]c3cc(F)ccc13)CN2C(=O)OCc1ccccc1, ClCCl, O=C(O)C(F)(F)F. Product: CC(O)C(NC(=O)C(C)N(C)C(=O)OCc1ccccc1)C(=O)N1CCC2C1C(c1c[nH]c3cc(F)ccc13)CN2C(=O)OCc1ccccc1. RXN SMILES: [CH2:1]([c:2]1[cH:3][cH:4][cH:5][cH:6][cH:7]1)[O:8][C:9](=[O:10])[N:11]1[CH:12]2[CH:13]([CH:14]([c:16]3[cH:17][nH:18][c:19]4[cH:20][c:21]([F:25])[cH:22][cH:23][c:24]34)[CH2:15]1)[N:26]([C:29]([CH:30]([CH:31]([CH3:32])[O:33][C:34]([CH3:35])([CH3:36])[CH3:37])[NH:38][C:39]([CH:40]([CH3:41])[N:42]([CH3:43])[C:44](=[O:45])[O:46][CH2:47][c:48]1[cH:49][cH:50][cH:51][cH:52][cH:53]1)=[O:54])=[O:55])[CH2:27][CH2:28]2.[Cl:63][CH2:64][Cl:65].[F:56][C:57]([F:58])([F:59])[C:60]([OH:61])=[O:62]>>[CH2:1]([c:2]1[cH:3][cH:4][cH:5][cH:6][cH:7]1)[O:8][C:9](=[O:10])[N:11]1[CH:12]2[CH:13]([CH:14]([c:16]3[cH:17][nH:18][c:19]4[cH:20][c:21]([F:25])[cH:22][cH:23][c:24]34)[CH2:15]1)[N:26]([C:29]([CH:30]([CH:31]([CH3:32])[OH:33])[NH:38][C:39]([CH:40]([CH3:41])[N:42]([CH3:43])[C:44](=[O:45])[O:46][CH2:47][c:48]1[cH:49][cH:50][cH:51][cH:52][cH:53]1)=[O:54])=[O:55])[CH2:27][CH2:28]2. Reactants: Cl (Hydrogen chloride), FC(C(=O)C=1N(C=C(N1)CC(C)(C)C)S(=O)(=O)N(C)C)(C1=CC=C(C=C1)C1=NC=C(C=C1)F)F (2-{difluoro[4-(5-fluoropyridin-2-yl)phenyl]acetyl}-4-(2,2-dimethylpropyl)-N,N-dimethyl-1H-imidazole-1-sulfonamide), CO (methanol). Conditions: temperature 70 celsius, time 1 hour. The product is CC(CC=1N=C(NC1)C(C(C1=CC=C(C=C1)C1=NC=C(C=C1)F)(F)F)(O)O)(C)C (1-[4-(2,2-dimethylpropyl)-1H-imidazol-2-yl]-2,2-difluoro-2-[4-(5-fluoropyridin-2-yl)phenyl]ethane-1,1-diol). Reaction SMILES: Cl.[F:2][C:3]([F:35])([C:22]1[CH:27]=[CH:26][C:25]([C:28]2[CH:33]=[CH:32][C:31]([F:34])=[CH:30][N:29]=2)=[CH:24][CH:23]=1)[C:4]([C:6]1[N:7](S(N(C)C)(=O)=O)[CH:8]=[C:9]([CH2:11][C:12]([CH3:15])([CH3:14])[CH3:13])[N:10]=1)=[O:5].C[OH:37]>>[CH3:14][C:12]([CH3:13])([CH3:15])[CH2:11][C:9]1[N:10]=[C:6]([C:4]([OH:5])([OH:37])[C:3]([F:2])([F:35])[C:22]2[CH:23]=[CH:24][C:25]([C:28]3[CH:33]=[CH:32][C:31]([F:34])=[CH:30][N:29]=3)=[CH:26][CH:27]=2)[NH:7][CH:8]=1. Procedure: Hydrogen chloride (4 M in 1,4-dioxane) (1 mL, 4 mmol) was added to an ambient temperature solution of 2-{difluoro[4-(5-fluoropyridin-2-yl)phenyl]acetyl}-4-(2,2-dimethylpropyl)-N,N-dimethyl-1H-imidazole-1-sulfonamide (20 mg, 0.04 mmol) in methanol (2 mL). After stirring at 70° C. for 1 h, volatiles were removed. The residue was partitioned between ethyl acetate and 10% aqueous sodium hydroxide. The aqueous phase was extracted with ethyl acetate. The combined organic extracts were dried (magnesium... The reactants are [OH-].[Na+] (NaOH), Cl.N1C(OC2(C3=C1N=CC=C3)CCNCC2)=O (spiro[piperidin-4,4′-pyrido[2,3-d][1,3]oxazin]-2′(1′H)-one hydrochloride), ClC1=CC(=NC=N1)OC=1C=C(C2=C(NC(=N2)CCOC)C1)C (6-(6-chloropyrimidin-4-yloxy)-2-(2-methoxyethyl)-4-methyl-1H-benzo-[d]imidazole), CCN(C(C)C)C(C)C (DIPEA). The solvent is CN(C)C=O (DMF). The product is COCCC1=NC2=C(N1)C=C(C=C2C)OC2=CC(=NC=N2)N2CCC1(C3=C(NC(O1)=O)N=CC=C3)CC2 (1-(6-(2-(2-methoxyethyl)-4-methyl-1H-benzo[d]imidazol-6-yloxy)pyrimidin-4-yl)spiro-[piperidin-4,4′-pyrido[2,3-d][1,3]oxazin]-2′(1′H)-one). As a reaction SMILES: Cl.[NH:2]1[C:7]2[N:8]=[CH:9][CH:10]=[CH:11][C:6]=2[C:5]2([CH2:16][CH2:15][NH:14][CH2:13][CH2:12]2)[O:4][C:3]1=[O:17].Cl[C:19]1[N:24]=[CH:23][N:22]=[C:21]([O:25][C:26]2[CH:27]=[C:28]([CH3:39])[C:29]3[N:33]=[C:32]([CH2:34][CH2:35][O:36][CH3:37])[NH:31][C:30]=3[CH:38]=2)[CH:20]=1.CCN(C(C)C)C(C)C.[OH-].[Na+]>CN(C=O)C>[CH3:37][O:36][CH2:35][CH2:34][C:32]1[NH:31][C:30]2[CH:38]=[C:26]([O:25][C:21]3[N:22]=[CH:23][N:24]=[C:19]([N:14]4[CH2:13][CH2:12][C:5]5([O:4][C:3](=[O:17])[NH:2][C:7]6[N:8]=[CH:9][CH:10]=[CH:11][C:6]5=6)[CH2:16][CH2:15]4)[CH:20]=3)[CH:27]=[C:28]([CH3:39])[C:29]=2[N:33]=1 |f:0.1,4.5|. Procedure details: 29 mg (0.11 mmol) spiro[piperidin-4,4′-pyrido[2,3-d][1,3]oxazin]-2′(1′H)-one hydrochloride, 29 mg (0.09 mmol) 6-(6-chloropyrimidin-4-yloxy)-2-(2-methoxyethyl)-4-methyl-1H-benzo-[d]imidazole and 50 μL (0.39 mmol) DIPEA in 2.0 mL DMF were stirred overnight at 50° C. The reaction mixture was purified by chromatography. The fractions containing product were combined and evaporated down i.vac. to leave the aqueous residue. This was neutralised with a 1M aqueous NaOH solution. The precipitate formed w...